Dataset: the Open Reaction Database (ORD), a public repository of structured organic reaction records. Task: describe an organic reaction: reactants, conditions, products, and yield Yields the product COc1ccccc1C(=O)c1cnc(Nc2ccc(N3CCN(C)CC3)cc2)nc1N. Reaction SMILES: [CH3:23][N:24]1[CH2:25][CH2:26][N:27]([c:30]2[cH:31][cH:32][c:33]([NH2:34])[cH:35][cH:36]2)[CH2:28][CH2:29]1.[CH:49]([OH:50])([CH3:51])[CH3:52].[NH2:1][c:2]1[n:3][c:4]([S:18]([CH2:19][CH3:20])(=[O:21])=[O:22])[n:5][cH:6][c:7]1[C:8](=[O:9])[c:10]1[c:11]([O:16][CH3:17])[cH:12][cH:13][cH:14][cH:15]1.[OH2:37].[c:38]1([CH3:39])[cH:40][cH:41][c:42]([S:43]([OH:44])(=[O:45])=[O:46])[cH:47][cH:48]1>>[NH2:1][c:2]1[n:3][c:4]([NH:34][c:33]2[cH:32][cH:31][c:30]([N:27]3[CH2:26][CH2:25][N:24]([CH3:23])[CH2:29][CH2:28]3)[cH:36][cH:35]2)[n:5][cH:6][c:7]1[C:8](=[O:9])[c:10]1[c:11]([O:16][CH3:17])[cH:12][cH:13][cH:14][cH:15]1. Reactants: CN1CCN(c2ccc(N)cc2)CC1, CC(C)O, CCS(=O)(=O)c1ncc(C(=O)c2ccccc2OC)c(N)n1, O, Cc1ccc(S(=O)(=O)O)cc1. Reactants: CCOC(C)=O, O=P(Cl)(Cl)Cl, Oc1ncnc2[nH]ccc12. Yields the product Clc1ncnc2[nH]ccc12. Reaction SMILES: [CH3:16][CH2:17][O:18][C:19](=[O:20])[CH3:21].[P:11]([Cl:12])([Cl:13])([Cl:14])=[O:15].[n:1]1[cH:2][n:3][c:4]([OH:10])[c:5]2[c:6]1[nH:7][cH:8][cH:9]2>>[n:1]1[cH:2][n:3][c:4]([Cl:13])[c:5]2[c:6]1[nH:7][cH:8][cH:9]2. The reactants are [OH-].[Na+] (sodium hydroxide), OC1=C(C(=O)O)C=CC(=N1)C (2-hydroxy-6-methylnicotinic acid), Cl[O-].[Na+] (sodium hypochlorite). Solvent: O (water). Reaction conditions: time 18 hour. Product: ClC=1C=C(C(=NC1C)O)C(=O)O (5-Chloro-2-hydroxy-6-methyl-3-pyridinecarboxylic acid). As a reaction SMILES: [OH-].[Na+].[OH:3][C:4]1[N:12]=[C:11]([CH3:13])[CH:10]=[CH:9][C:5]=1[C:6]([OH:8])=[O:7].[Cl:14][O-].[Na+]>O>[Cl:14][C:10]1[CH:9]=[C:5]([C:6]([OH:8])=[O:7])[C:4]([OH:3])=[N:12][C:11]=1[CH3:13] |f:0.1,3.4|. Procedure: To a solution of 15.7 g of 50% sodium hydroxide and 18.2 ml of water was added 10 g (0.065 mole) of 2-hydroxy-6-methylnicotinic acid. When the acid had dissolved, 200 ml of 5.25% aqueous sodium hypochlorite was added rapidly through a dropping funnel. The temperature was not moderated (slight exotherm did occur). The entire mixture was stirred at room temperature for 18 hr. The reaction mixture was then filtered and acidified with concentrated hydrochloric acid. The precipitate was recrystallize...